Task: describe an organic reaction: reactants, conditions, products, and yield. Dataset: the Open Reaction Database (ORD), a public repository of structured organic reaction records Starting materials: O=C([O-])[O-], CCOC(=O)c1ccc2c(c1)CC(C)(C)C(c1cc(Br)ccc1F)N2, C1COCCN1, CS(C)=O, CCOC(C)=O, [Cu]I, [K+], [K+], O=C(O)C1CCCN1. Yields the product CCOC(=O)c1ccc2c(c1)CC(C)(C)C(c1cc(N3CCOCC3)ccc1F)N2. As a reaction SMILES: [C:40](=[O:41])([O-:42])[O-:43].[CH2:1]([CH3:2])[O:3][C:4](=[O:5])[c:6]1[cH:7][c:8]2[c:13]([cH:14][cH:15]1)[NH:12][CH:11]([c:16]1[c:17]([F:23])[cH:18][cH:19][c:20]([Br:22])[cH:21]1)[C:10]([CH3:24])([CH3:25])[CH2:9]2.[CH2:26]1[CH2:27][O:28][CH2:29][CH2:30][NH:31]1.[CH3:46][S:47]([CH3:48])=[O:49].[CH3:52][CH2:53][O:54][C:55](=[O:56])[CH3:57].[Cu:50][I:51].[K+:44].[K+:45].[OH:32][C:33]([CH:34]1[NH:35][CH2:36][CH2:37][CH2:38]1)=[O:39]>>[CH2:1]([CH3:2])[O:3][C:4](=[O:5])[c:6]1[cH:7][c:8]2[c:13]([cH:14][cH:15]1)[NH:12][CH:11]([c:16]1[c:17]([F:23])[cH:18][cH:19][c:20]([N:31]3[CH2:26][CH2:27][O:28][CH2:29][CH2:30]3)[cH:21]1)[C:10]([CH3:24])([CH3:25])[CH2:9]2. Reactants: CO, O=C[O-], [NH4+], CCCC1C(=O)N(Cc2ccccc2)S(=O)(=O)N1C. Product: CCCC1C(=O)NS(=O)(=O)N1C. RXN SMILES: [CH3:24][OH:25].[CH:1]([O-:2])=[O:3].[NH4+:4].[c:5]1([CH2:6][N:12]2[S:13](=[O:22])(=[O:23])[N:14]([CH3:21])[CH:15]([CH2:18][CH2:19][CH3:20])[C:16]2=[O:17])[cH:7][cH:8][cH:9][cH:10][cH:11]1>>[NH:12]1[S:13](=[O:22])(=[O:23])[N:14]([CH3:21])[CH:15]([CH2:18][CH2:19][CH3:20])[C:16]1=[O:17]. The reactants are FC1=CC=2C3=C(N(C2C=C1)CC(C)(O)C1=CC=C(C=C1)F)CCN(C3)C (1-(8-Fluoro-1,2,3,4-tetrahydro-2-methylpyrido[4,3-b]indol-5-yl)-2-(4-fluorophenyl)propan-2-ol), S(O)(O)(=O)=O (sulfuric acid), [OH-].[K+] (KOH). Solvent: ice water. The product is FC1=CC=2C3=C(N(C2C=C1)\C=C(/C)\C1=CC=C(C=C1)F)CCN(C3)C ((E)-8-fluoro-5-(2-(4-fluorophenyl)prop-1-enyl)-2,3,4,5-tetrahydro-2-methyl-1H-pyrido[4,3-b]indole). RXN SMILES: [F:1][C:2]1[CH:10]=[CH:9][C:8]2[N:7]([CH2:11][C:12]([C:15]3[CH:20]=[CH:19][C:18]([F:21])=[CH:17][CH:16]=3)(O)[CH3:13])[C:6]3[CH2:22][CH2:23][N:24]([CH3:26])[CH2:25][C:5]=3[C:4]=2[CH:3]=1.S(=O)(=O)(O)O.[OH-].[K+]>>[F:1][C:2]1[CH:10]=[CH:9][C:8]2[N:7](/[CH:11]=[C:12](/[C:15]3[CH:20]=[CH:19][C:18]([F:21])=[CH:17][CH:16]=3)\[CH3:13])[C:6]3[CH2:22][CH2:23][N:24]([CH3:26])[CH2:25][C:5]=3[C:4]=2[CH:3]=1 |f:2.3|. Reported procedure: 1-(8-Fluoro-1,2,3,4-tetrahydro-2-methylpyrido[4,3-b]indol-5-yl)-2-(4-fluorophenyl)propan-2-ol (1 g, 2.80 mmol, 1 equiv.) was refluxed with 25% sulfuric acid (7 mL) for 2 h. The reaction mixture was cooled to 5° C. in ice-water bath. KOH (15% aqueous solution) was added dropwise to the reaction mixture until pH 9-10 was achieved. The reaction mixture was extracted with EtOAc (3×10 mL). The combined organic layer was washed with water (10 mL) followed by brine, dried over sodium sulfate and evapor... The reactants are C1=CCNCC1, CCO, COc1ccc(-c2cc(=Nc3c(C)cc(C)cc3C)n(C)c(Cl)n2)cc1OC. Product: COc1ccc(-c2cc(=Nc3c(C)cc(C)cc3C)n(C)c(N3CC=CCC3)n2)cc1OC. As a reaction SMILES: [CH2:29]1[CH2:30][CH:31]=[CH:32][CH2:33][NH:34]1.[CH3:35][CH2:36][OH:37].[Cl:1][c:2]1[n:3][c:4](-[c:19]2[cH:20][c:21]([O:27][CH3:28])[c:22]([O:25][CH3:26])[cH:23][cH:24]2)[cH:5][c:6](=[N:9][c:10]2[c:11]([CH3:18])[cH:12][c:13]([CH3:17])[cH:14][c:15]2[CH3:16])[n:7]1[CH3:8]>>[c:2]1([N:34]2[CH2:29][CH2:30][CH:31]=[CH:32][CH2:33]2)[n:3][c:4](-[c:19]2[cH:20][c:21]([O:27][CH3:28])[c:22]([O:25][CH3:26])[cH:23][cH:24]2)[cH:5][c:6](=[N:9][c:10]2[c:11]([CH3:18])[cH:12][c:13]([CH3:17])[cH:14][c:15]2[CH3:16])[n:7]1[CH3:8].